From a dataset of the Open Reaction Database (ORD), a public repository of structured organic reaction records. describe an organic reaction: reactants, conditions, products, and yield Starting materials: BrC1=CC=C2C=NC(=NN21)O (7-Bromo-pyrrolo[2,1-f][1,2,4]triazin-2-ol), CCN(C(C)C)C(C)C (DIEA), CN(C)C=O (DMF), C1=CC=C(C=C1)N(S(=O)(=O)C(F)(F)F)S(=O)(=O)C(F)(F)F (N-Phenylbis(trifluoromethanesulfonimide)), C(C)(C)(C)OC(=O)N1CCC(CC1)C1=CC=C(C=C1)N (4-(4-Amino-phenyl)-piperidine-1-carboxylic acid tert butyl ester). The product is C(C)(C)(C)OC(=O)N1CCC(CC1)C1=CC=C(C=C1)NC1=NN2C(C=N1)=CC=C2Br (4-[4-(7-Bromo-pyrrolo[2,1-f][1,2,4]-triazin-2ylamino)-phenyl]-piperidine-1-carboxylic acid tert butyl ester). As a reaction SMILES: [Br:1][C:2]1[N:10]2[C:5]([CH:6]=[N:7][C:8](O)=[N:9]2)=[CH:4][CH:3]=1.CCN(C(C)C)C(C)C.CN(C=O)C.C1C=CC(N(S(C(F)(F)F)(=O)=O)S(C(F)(F)F)(=O)=O)=CC=1.[C:47]([O:51][C:52]([N:54]1[CH2:59][CH2:58][CH:57]([C:60]2[CH:65]=[CH:64][C:63]([NH2:66])=[CH:62][CH:61]=2)[CH2:56][CH2:55]1)=[O:53])([CH3:50])([CH3:49])[CH3:48]>>[C:47]([O:51][C:52]([N:54]1[CH2:59][CH2:58][CH:57]([C:60]2[CH:65]=[CH:64][C:63]([NH:66][C:8]3[N:7]=[CH:6][C:5]4=[CH:4][CH:3]=[C:2]([Br:1])[N:10]4[N:9]=3)=[CH:62][CH:61]=2)[CH2:56][CH2:55]1)=[O:53])([CH3:50])([CH3:48])[CH3:49]. Procedure details: To a round bottom flask, 7-Bromo-pyrrolo[2,1-f][1,2,4]triazin-2-ol (0.593 g, 0.00277 mol), DIEA (1.50 mL, 0.0086 mol) and DMF (25 mL, 0.32 mol) were added. The mixture was stirred at room temperature and N-Phenylbis(trifluoromethanesulfonimide) (1.14 g, 0.00320 mol) was added. The mixture was stirred at room temperature for 1 h then 4-(4-Amino-phenyl)-piperidine-1-carboxylic acid tert butyl ester (0.995 g, 0.00361 mol) was added and the mixture stirred at 60° C. for 4 h. The solvent was removed ... Reactants: [N+](=O)([O-])[O-].[Na+] (sodium nitrate), N(=O)[O-].[Na+] (sodium nitrite), C(CC)C1=C(C=CC=C1)O (2-n-propylphenol), S(O)(O)(=O)=O (sulfuric acid). Run in C(Cl)Cl (methylene chloride), C(Cl)Cl (methylene chloride). Run at time 24 hour. The product is [N+](=O)([O-])C1=C(C(=CC=C1)CCC)O (2-nitro-6-n-propylphenol). Yield: 0.0%. Reaction SMILES: [CH2:1]([C:4]1[CH:9]=[CH:8][CH:7]=[CH:6][C:5]=1[OH:10])[CH2:2][CH3:3].[N+:11]([O-])([O-:13])=[O:12].[Na+].S(=O)(=O)(O)O.N([O-])=O.[Na+]>C(Cl)Cl>[N+:11]([C:6]1[CH:7]=[CH:8][CH:9]=[C:4]([CH2:1][CH2:2][CH3:3])[C:5]=1[OH:10])([O-:13])=[O:12] |f:1.2,4.5|. Procedure details: 2-n-propylphenol (5.00 g, 36.8 mmol) was dissolved in methylene chloride(40 mL) followed by the addition of sodium nitrate (3.43 g, 40.5 mmol). The addition of sulfuric acid (45 mL/3M) was then made, followed by addition of a catalytic amount of sodium nitrite. The mixture was allowed to stir. After 24 hours, the reaction mixture was diluted with methylene chloride and extracted with water. The organic layer was dried over MgSO4 and filtered. The solvent was evaporated and chromatography of the ... The reactants are BrC1=CC=C(CBr)C=C1 (4-bromobenzyl bromide), C1(=CC=C(C=C1)P(C1=CC=C(C=C1)C)C1=CC=C(C=C1)C)C (tri-p-tolyl phosphine), P(O)(O)(O)=O (phosphoric acid). Run in C1(=CC=CC=C1)C (toluene). Conditions: temperature 30 celsius. The product is [Br-].BrC1=CC=C(C[P+](C2=CC=C(C=C2)C)(C2=CC=C(C=C2)C)C2=CC=C(C=C2)C)C=C1 (4-bromobenzyltri-p-tolyl Phosphonium Bromide). As a reaction SMILES: [C:1]1([CH3:22])[CH:6]=[CH:5][C:4]([P:7]([C:15]2[CH:20]=[CH:19][C:18]([CH3:21])=[CH:17][CH:16]=2)[C:8]2[CH:13]=[CH:12][C:11]([CH3:14])=[CH:10][CH:9]=2)=[CH:3][CH:2]=1.[Br:23][C:24]1[CH:31]=[CH:30][C:27]([CH2:28]Br)=[CH:26][CH:25]=1.P(=O)(O)(O)O>C1(C)C=CC=CC=1>[Br-:23].[Br:23][C:24]1[CH:31]=[CH:30][C:27]([CH2:28][P+:7]([C:4]2[CH:5]=[CH:6][C:1]([CH3:22])=[CH:2][CH:3]=2)([C:15]2[CH:16]=[CH:17][C:18]([CH3:21])=[CH:19][CH:20]=2)[C:8]2[CH:13]=[CH:12][C:11]([CH3:14])=[CH:10][CH:9]=2)=[CH:26][CH:25]=1 |f:4.5|. Reported procedure: Into a 50 milliliter glass reactor equipped with a thermometer connected to a temperature controller, a heating mantle, a condenser and a magnetic stirring bar, is charged 5.04 gms (0.0166 mole) of tri-p-tolyl phosphine and 25 gms of toluene. The slurry is heated to 30° C. then 4.6 gms (0.0184 mole) of 4-bromobenzyl bromide is added. This reaction mass is heated to 100° C. and maintained at that temperature for 3.5 hours, then cooled to 29° C. and the resulting phosphonium salt collected by filt... The reactants are [H-].[Na+] (Sodium hydride), ClCC(COC(C)=O)=O (1-Chloro-3-acetoxy-2-propanone), CS(=O)C (dimethylsulfoxide). The solvent is CCCCCC (hexane). Run at temperature 70 celsius, time 2 hour. Product: ClCC(COC(C)=O)=C (1-chloro-2-methylene-3-acetoxypropane). As a reaction SMILES: [H-].[Na+].[Cl:3][CH2:4][C:5](=O)[CH2:6][O:7][C:8](=[O:10])[CH3:9].[CH3:12]S(C)=O>CCCCCC>[Cl:3][CH2:4][C:5](=[CH2:12])[CH2:6][O:7][C:8](=[O:10])[CH3:9] |f:0.1|. Reported procedure: Sodium hydride (4.5 g.; 57% in mineral oil) is placed under a nitrogen atmosphere and the mineral oil removed with petroleum ether. Dimethylsulfoxide (30 ml.) is then added and the mixture is stirred at 70° C. for two hours and then cooled to 10° C. Methyltriphenylphosphonium bromide (35.7 g.) dissolved in dimethylsulfoxide (50 ml.) is added dropwise under nitrogen to afford a yellowish-orange ylide solution. 1-Chloro-3-acetoxy-2-propanone (15 g.) in dimethylsulfoxide (20 ml.) is then added and ... Reactants: COC=1C=C(C(=O)OC)C=CC1C (methyl 3-methoxy-4-methylbenzoate), 2,2-azobis(2-methyl-propionitrile), BrBr (Bromine). The solvent is C(Cl)(Cl)(Cl)Cl (carbon tetrachloride). Run at time 8 hour. Product: COC=1C=C(C(=O)OC)C=CC1CBr (Methyl 3-methoxy-4-bromomethylbenzoate). Yield: 96.7%. RXN SMILES: [CH3:1][O:2][C:3]1[CH:4]=[C:5]([CH:10]=[CH:11][C:12]=1[CH3:13])[C:6]([O:8][CH3:9])=[O:7].[Br:14]Br>C(Cl)(Cl)(Cl)Cl>[CH3:1][O:2][C:3]1[CH:4]=[C:5]([CH:10]=[CH:11][C:12]=1[CH2:13][Br:14])[C:6]([O:8][CH3:9])=[O:7]. Reported procedure: A solution of methyl 3-methoxy-4-methylbenzoate (10 grams) and 2,2-azobis(2-methyl-propionitrile) (25 milligrams) in carbon tetrachloride (200 mL) was heated to gentle reflux. Bromine (9 grams) was added in portions and resulting solution was heated at reflux for 1 hour then stirred at room temperature overnight. The carbon tetrachloride was evaporated and the residue dissolved in ether. The ether solution was washed with water. The ether layer was dried over sodium sulfate then evaporated to gi... The reactants are NCC=1N=NN(C1)C[C@H]1N(C([C@H]1NC(\C(\C=1N=C(SC1)N)=N/OC1(CC1)C(=O)O)=O)=O)S(=O)(=O)O (1-(((Z)-(2-(((2R,3S)-2-((4-(aminomethyl)-1H-1,2,3-triazol-1-yl)methyl)-4-oxo-1-sulfoazetidin-3-yl)amino)-1-(2-aminothiazol-4-yl)-2oxoethylidene)amino)oxy)cyclopropane-carboxylic acid), Cl.N1(N=CC=C1)C(=N)N (Pyrazole-1-carboxamidine hydrochloride), CCN(C(C)C)C(C)C (DIPEA). Run in C1(=CC=CC=C1)C (toluene), CN(C)C=O (DMF). Reaction conditions: time 16 hour. The product is NC=1SC=C(N1)/C(/C(=O)N[C@H]1[C@H](N(C1=O)S(=O)(=O)O)CN1N=NC(=C1)CNC(=N)N)=N/OC1(CC1)C(=O)O (1-(((Z)-(1-(2-aminothiazol-4-yl)-2-(((2R,3S)-2-((4-(guanidinomethyl)-1H-1,2,3-triazol-1-yl)methyl)-4-oxo-1-sulfoazetidin-3-yl)amino)-2-oxoethylidene)amino)oxy)-cyclopropanecarboxylic acid). Isolated yield 39.6%. As a reaction SMILES: [NH2:1][CH2:2][C:3]1[N:4]=[N:5][N:6]([CH2:8][C@@H:9]2[C@H:12]([NH:13][C:14](=[O:30])/[C:15](=[N:22]\[O:23][C:24]3([C:27]([OH:29])=[O:28])[CH2:26][CH2:25]3)/[C:16]3[N:17]=[C:18]([NH2:21])[S:19][CH:20]=3)[C:11](=[O:31])[N:10]2[S:32]([OH:35])(=[O:34])=[O:33])[CH:7]=1.Cl.[N:37]1([C:42](N)=[NH:43])C=CC=N1.CCN(C(C)C)C(C)C>CN(C=O)C.C1(C)C=CC=CC=1>[NH2:21][C:18]1[S:19][CH:20]=[C:16](/[C:15](=[N:22]/[O:23][C:24]2([C:27]([OH:29])=[O:28])[CH2:26][CH2:25]2)/[C:14]([NH:13][C@@H:12]2[C:11](=[O:31])[N:10]([S:32]([OH:35])(=[O:34])=[O:33])[C@@H:9]2[CH2:8][N:6]2[CH:7]=[C:3]([CH2:2][NH:1][C:42]([NH2:43])=[NH:37])[N:4]=[N:5]2)=[O:30])[N:17]=1 |f:1.2|. Procedure details: To a solution of 1-(((Z)-(2-(((2R,3S)-2-((4-(aminomethyl)-1H-1,2,3-triazol-1-yl)methyl)-4-oxo-1-sulfoazetidin-3-yl)amino)-1-(2-aminothiazol-4-yl)-2oxoethylidene)amino)oxy)cyclopropane-carboxylic acid (559 mg, 1.06 mmol) and Pyrazole-1-carboxamidine hydrochloride (310 mg, 2.12 mmol) in DMF (12 mL) was added DIPEA (1.48 mL, 8.45 mmol). After 16 h of stirring at rt, the solution was diluted with toluene (20 mL), causing a dense oil to separate out. The top layer was decanted and the remaining oil w...